Dataset: the Open Reaction Database (ORD), a public repository of structured organic reaction records. Task: describe an organic reaction: reactants, conditions, products, and yield Reactants: C(C)(C)(C)OC(NC1=C(C=C(C(=C1)N(C)C)Cl)NC(CC(C1=CC(=CC=C1)N1N=NC=C1COC1OCCCC1)=O)=O)=O ((RS)-[4-chloro-5-dimethylamino-2-(3-oxo-3-{3-[5-(tetrahydro-pyran-2-yloxymethyl)-[1,2,3]triazol-1-yl]-phenyl}-propionyl-amino)-phenyl]-carbamic acid tert.-butyl ester), C(=O)(C(F)(F)F)O (TFA). Run in C(Cl)Cl (CH2Cl2). Yields the product ClC=1C(=CC2=C(NC(CC(=N2)C2=CC(=CC=C2)N2N=NC=C2CO)=O)C1)N(C)C (8-Chloro-7-dimethylamino-4-[3-(5-hydroxymethyl-[-1,2,3]triazol-1-yl)-phenyl]-1,3-dihydro-benzo[b][1,4]diazepin-2-one), solid. Reaction SMILES: C(OC(=O)[NH:7][C:8]1[CH:13]=[C:12]([N:14]([CH3:16])[CH3:15])[C:11]([Cl:17])=[CH:10][C:9]=1[NH:18][C:19](=[O:42])[CH2:20][C:21](=O)[C:22]1[CH:27]=[CH:26][CH:25]=[C:24]([N:28]2[C:32]([CH2:33][O:34]C3CCCCO3)=[CH:31][N:30]=[N:29]2)[CH:23]=1)(C)(C)C.C(O)(C(F)(F)F)=O>C(Cl)Cl>[Cl:17][C:11]1[C:12]([N:14]([CH3:16])[CH3:15])=[CH:13][C:8]2[N:7]=[C:21]([C:22]3[CH:27]=[CH:26][CH:25]=[C:24]([N:28]4[C:32]([CH2:33][OH:34])=[CH:31][N:30]=[N:29]4)[CH:23]=3)[CH2:20][C:19](=[O:42])[NH:18][C:9]=2[CH:10]=1. Procedure: The title compound was prepared from (RS)-[4-chloro-5-dimethylamino-2-(3-oxo-3-{3-[5-(tetrahydro-pyran-2-yloxymethyl)-[1,2,3]triazol-1-yl]-phenyl}-propionyl-amino)-phenyl]-carbamic acid tert.-butyl ester (Example M3) by treatment with TFA in CH2Cl2 according to the general procedure N. Obtained as a beige solid (60 mg). Reactants: C(C)OC(C(C)SC1=CN=C(S1)NC(=O)N(C1CCC1)C1CCCCCC1)=O ([2-(3-Cycloheptyl-3-cyclobutyl-ureido)-thiazol-5-ylsulfanyl]-propionic acid ethyl ester), C1(CCCCCC1)NC1CCC1 (cycloheptyl-cyclobutylamine), NC1=CN=CS1.C(C)OC(CS)=O (5-aminothiazole 2-mercaptoacetic acid ethyl ester). The product is C1(CCC1)N(C(NC=1SC(=CN1)SCCC(=O)O)=O)C1CCCCCC1 (3-[2-(3-Cyclobutyl-3-cycloheptyl-ureido)-thiazol-5-ylsulfanyl]-propionic acid). Procedure: [2-(3-Cycloheptyl-3-cyclobutyl-ureido)-thiazol-5-ylsulfanyl]-propionic acid ethyl ester prepared as described in general procedure (A) using cycloheptyl-cyclobutylamine and 5-aminothiazole-2-mercaptoacetic acid ethyl ester. Hydrolysis using general procedure (F) gave the title compound Reaction SMILES: C(OC(=O)[CH:5]([S:7][C:8]1[S:12][C:11]([NH:13][C:14]([N:16]([CH:21]2[CH2:27][CH2:26][CH2:25][CH2:24][CH2:23][CH2:22]2)[CH:17]2[CH2:20][CH2:19][CH2:18]2)=[O:15])=[N:10][CH:9]=1)[CH3:6])C.C1(NC2CCC2)CCCCCC1.NC1SC=NC=1.C([O:49][C:50](=[O:53])CS)C>>[CH:17]1([N:16]([CH:21]2[CH2:27][CH2:26][CH2:25][CH2:24][CH2:23][CH2:22]2)[C:14](=[O:15])[NH:13][C:11]2[S:12][C:8]([S:7][CH2:5][CH2:6][C:50]([OH:53])=[O:49])=[CH:9][N:10]=2)[CH2:20][CH2:19][CH2:18]1 |f:2.3|.